The task is: describe an organic reaction: reactants, conditions, products, and yield. This data is from the Open Reaction Database (ORD), a public repository of structured organic reaction records. Starting materials: ClC(=O)OC (methyl chloroformate), FC=1C=C(C=CC1C=1C=NC(=CC1)C1=NO[C@@H](C1)CO)N1C(O[C@H](C1)CN1N=NC=C1)=O ((5R)-3-(3-Fluoro-4-{6-[(5S)-5-(hydroxymethyl)-4,5-dihydroisoxazol-3-yl]pyridin-3-yl}phenyl)-5-(1H-1,2,3-triazol-1-ylmethyl)-1,3-oxazolidin-2-one), ClC(=O)OC (Methyl chloroformate), ClC(=O)OC (methyl chloroformate), ClC(=O)[O-] (chloroformate). Solvent: N1=CC=CC=C1 (pyridine), O (water), CN(C)C=O (DMF). Conditions: temperature 0 celsius, time 45 minute. The product is C(OC[C@@H]1CC(=NO1)C1=NC=C(C=C1)C1=C(C=C(C=C1)N1C(O[C@H](C1)CN1N=NC=C1)=O)F)(OC)=O ([(5S)-3-(5-{2-Fluoro-4-[(5R)-2-oxo-5-(1H-1,2,3-triazol-1-ylmethyl)-1,3-oxazolidin-3-yl]phenyl}pyridin-2-yl)-4,5-dihydroisoxazol-5-yl]methyl methyl carbonate). Isolated yield 54.7%. RXN SMILES: [F:1][C:2]1[CH:3]=[C:4]([N:21]2[CH2:25][C@H:24]([CH2:26][N:27]3[CH:31]=[CH:30][N:29]=[N:28]3)[O:23][C:22]2=[O:32])[CH:5]=[CH:6][C:7]=1[C:8]1[CH:9]=[N:10][C:11]([C:14]2[CH2:18][C@@H:17]([CH2:19][OH:20])[O:16][N:15]=2)=[CH:12][CH:13]=1.Cl[C:34]([O:36][CH3:37])=[O:35].ClC([O-])=O>CN(C=O)C.N1C=CC=CC=1.O>[C:34](=[O:35])([O:36][CH3:37])[O:20][CH2:19][C@H:17]1[O:16][N:15]=[C:14]([C:11]2[CH:12]=[CH:13][C:8]([C:7]3[CH:6]=[CH:5][C:4]([N:21]4[CH2:25][C@H:24]([CH2:26][N:27]5[CH:31]=[CH:30][N:29]=[N:28]5)[O:23][C:22]4=[O:32])=[CH:3][C:2]=3[F:1])=[CH:9][N:10]=2)[CH2:18]1. Reported procedure: (5R)-3-(3-Fluoro-4-{6-[(5S)-5-(hydroxymethyl)-4,5-dihydroisoxazol-3-yl]pyridin-3-yl}phenyl)-5-(1H-1,2,3-triazol-1-ylmethyl)-1,3-oxazolidin-2-one (Example 1, 0.2 g, 0.46 mmol) was dissolved in DMF (4 ml) and pyridine (1 ml), then cooled to 0° C. Methyl chloroformate (0.2 ml, 2.57 mmol) was added and the mixture was stirred for 45 minutes at 0° C. A further portion of methyl chloroformate was added (0.2 ml), and the mixture was stirred for a further 2 hours 15 minutes before addition of a third po... Reactants: SCCCS, Cc1ccccc1, COC(OC)c1cc(-c2nn(C)c(OC(F)F)c2Cl)ccc1Cl, Cc1ccc(S(=O)(=O)O)cc1. Yields the product Cn1nc(-c2ccc(Cl)c(C3SCCCS3)c2)c(Cl)c1OC(F)F. RXN SMILES: [CH2:1]([CH2:2][CH2:3][SH:4])[SH:5].[CH3:40][c:41]1[cH:42][cH:43][cH:44][cH:45][cH:46]1.[Cl:6][c:7]1[c:8](-[c:17]2[cH:18][c:19]([CH:24]([O:25][CH3:26])[O:27][CH3:28])[c:20]([Cl:23])[cH:21][cH:22]2)[n:9][n:10]([CH3:16])[c:11]1[O:12][CH:13]([F:14])[F:15].[c:29]1([CH3:30])[cH:31][cH:32][c:33]([S:34]([OH:35])(=[O:36])=[O:37])[cH:38][cH:39]1>>[CH2:1]1[CH2:2][CH2:3][S:4][CH:24]([c:19]2[cH:18][c:17](-[c:8]3[c:7]([Cl:6])[c:11]([O:12][CH:13]([F:14])[F:15])[n:10]([CH3:16])[n:9]3)[cH:22][cH:21][c:20]2[Cl:23])[S:5]1. Starting materials: ClC=1C=C(C=CC1)C1=CC=C(C=C1)C[C@H](CC(=O)NS(=O)(=O)C)NC(CCC(=O)O)=O (N-[(R)-1-(3′-chloro-biphenyl-4-ylmethyl)-3-methanesulfonylamino-3-oxo-propyl]-succinamic acid), S(=O)(Cl)Cl (thionyl chloride). Run in C(CCC)O (n-butanol). Run at temperature 50 celsius, time 1 hour. Product: C(CCC)OC(CCC(=O)N[C@@H](CC(=O)NS(=O)(=O)C)CC1=CC=C(C=C1)C1=CC(=CC=C1)Cl)=O (N-[(R)-1-(3′-chloro-biphenyl-4-ylmethyl)-3-methanesulfonylamino-3-oxo-propyl]-succinamic acid butyl ester). Yield: 114.4%. RXN SMILES: [Cl:1][C:2]1[CH:3]=[C:4]([C:8]2[CH:13]=[CH:12][C:11]([CH2:14][C@@H:15]([NH:24][C:25](=[O:31])[CH2:26][CH2:27][C:28]([OH:30])=[O:29])[CH2:16][C:17]([NH:19][S:20]([CH3:23])(=[O:22])=[O:21])=[O:18])=[CH:10][CH:9]=2)[CH:5]=[CH:6][CH:7]=1.S(Cl)(Cl)=O>C(O)CCC>[CH2:3]([O:29][C:28](=[O:30])[CH2:27][CH2:26][C:25]([NH:24][C@H:15]([CH2:14][C:11]1[CH:10]=[CH:9][C:8]([C:4]2[CH:5]=[CH:6][CH:7]=[C:2]([Cl:1])[CH:3]=2)=[CH:13][CH:12]=1)[CH2:16][C:17]([NH:19][S:20]([CH3:23])(=[O:22])=[O:21])=[O:18])=[O:31])[CH2:2][CH2:7][CH3:6]. Reported procedure: To a solution of N-[(R)-1-(3′-chloro-biphenyl-4-ylmethyl)-3-methanesulfonylamino-3-oxo-propyl]-succinamic acid (50 mg, 0.107 mmol) in n-butanol (2 mL) is added thionyl chloride (9.38 μL, 0.128 mmol). The reaction mixture is warmed to 50° C. and stirred for 1 h. After cooling to room temperature, the reaction mixture is concentrated and purified by reverse phase HPLC (SunFire C18, 0.1% TFA in H2O/CH3CN) to give N-[(R)-1-(3′-chloro-biphenyl-4-ylmethyl)-3-methanesulfonylamino-3-oxo-propyl]-succinam... Starting materials: O=C(n1ccnc1)n1ccnc1, O=c1[nH]c2cc([N+](=O)[O-])c3c(c2[nH]c1=O)CNCC3, O=C(O)c1ccc(Cl)cc1. Product: O=C(c1ccc(Cl)cc1)N1CCc2c([N+](=O)[O-])cc3[nH]c(=O)c(=O)[nH]c3c2C1. As a reaction SMILES: [C:20]([n:21]1[cH:22][cH:23][n:24][cH:25]1)([n:26]1[cH:27][cH:28][n:29][cH:30]1)=[O:31].[N+:1](=[O:2])([O-:3])[c:4]1[c:5]2[c:6]([c:7]3[nH:8][c:9](=[O:15])[c:10](=[O:14])[nH:11][c:12]3[cH:13]1)[CH2:16][NH:17][CH2:18][CH2:19]2.[OH:32][C:33](=[O:34])[c:35]1[cH:36][cH:37][c:38]([Cl:39])[cH:40][cH:41]1>>[N+:1](=[O:2])([O-:3])[c:4]1[c:5]2[c:6]([c:7]3[nH:8][c:9](=[O:15])[c:10](=[O:14])[nH:11][c:12]3[cH:13]1)[CH2:16][N:17]([C:33](=[O:32])[c:35]1[cH:36][cH:37][c:38]([Cl:39])[cH:40][cH:41]1)[CH2:18][CH2:19]2. Reactants: CCOCC (ether), CC=1SCCN1 (2-methylthiazoline), BrCCO (2-bromoethanol), CC(=O)C (acetone), CCOCC (ether). The solvent is O1CCOCC1 (dioxane). Product: [Br-].OCC[N+]1=C(SC=C1)C (N-(2-hydroxyethyl)-2-methylthiazolium bromide). As a reaction SMILES: [CH3:1][C:2]1[S:3][CH2:4][CH2:5][N:6]=1.[Br:7][CH2:8][CH2:9][OH:10].CC(C)=O.CCOCC>O1CCOCC1>[Br-:7].[OH:10][CH2:9][CH2:8][N+:6]1[CH:5]=[CH:4][S:3][C:2]=1[CH3:1] |f:5.6|. Reported procedure: To a solution of 2-methylthiazoline (10.1 g) in dioxane (20 ml) was added 2-bromoethanol (13.8 g), and the mixture was heated under reflux for about 6 hours. After cooling the reaction, acetone (30 ml) and ether (130 ml) were added with stirring, and the resulting mixture was left standing. After the pale brown supernatant was discarded, ether (150 ml) was further added to the amorphous precipitate thus obtained. The mixture was stirred and left standing. Supernatant obtained was discarded, and ... Starting materials: CC1=C(N=CN1)C1=CC=C(C=C1)[N+](=O)[O-] (5-methyl-4-(4-nitro-phenyl)-imidazole). Solvent: CO (MeOH). The product is NC1=CC=C(C=C1)C=1N=CNC1C (4-(4-amino-phenyl)-5-methyl-imidazole). RXN SMILES: [CH3:1][C:2]1[NH:6][CH:5]=[N:4][C:3]=1[C:7]1[CH:12]=[CH:11][C:10]([N+:13]([O-])=O)=[CH:9][CH:8]=1>CO>[NH2:13][C:10]1[CH:9]=[CH:8][C:7]([C:3]2[N:4]=[CH:5][NH:6][C:2]=2[CH3:1])=[CH:12][CH:11]=1. Procedure details: Prepared by hydrogenation of 5-methyl-4-(4-nitro-phenyl)-imidazole in MeOH on palladium/charcoal (10%) at 20° C. and 3.5 bar.